Dataset: the Open Reaction Database (ORD), a public repository of structured organic reaction records. Task: describe an organic reaction: reactants, conditions, products, and yield The reactants are CC(O)C(=O)[O-], CC(O)C(=O)[O-], CC(O)C(=O)O, [K+], [OH-], O, [Zn+2]. The product is CC(O)C(=O)[O-], CC(O)C(=O)[O-], CC(O)C(=O)[O-], [K+], [Zn+2]. As a reaction SMILES: [C:1]([CH:2]([OH:3])[CH3:4])(=[O:5])[O-:6].[C:8]([CH:9]([OH:10])[CH3:11])(=[O:12])[O-:13].[CH3:14][CH:15]([OH:16])[C:17]([OH:18])=[O:19].[K+:21].[OH-:20].[OH2:22].[Zn+2:7]>>[C:1]([CH:2]([OH:3])[CH3:4])(=[O:5])[O-:6].[C:8]([CH:9]([OH:10])[CH3:11])(=[O:12])[O-:13].[CH3:14][CH:15]([OH:16])[C:17](=[O:18])[O-:19].[K+:21].[Zn+2:7]. The reactants are BrC=1C=C2C=CC(=C(C2=CC1)[N+](=O)[O-])OC (6-bromo-2 methoxy-1-nitronaphthalene), CN (methylamine), ice water, CN (methylamine). Run in CN(C=O)C (N,N-dimethylformamide). Run at time 1 hour. Product: BrC=1C=C2C=CC(=C(C2=CC1)[N+](=O)[O-])NC (6-Bromo-2-methylamino-1-nitronaphthalene). RXN SMILES: [Br:1][C:2]1[CH:3]=[C:4]2[C:9](=[CH:10][CH:11]=1)[C:8]([N+:12]([O-:14])=[O:13])=[C:7](OC)[CH:6]=[CH:5]2.[CH3:17][NH2:18]>CN(C)C=O>[Br:1][C:2]1[CH:3]=[C:4]2[C:9](=[CH:10][CH:11]=1)[C:8]([N+:12]([O-:14])=[O:13])=[C:7]([NH:18][CH3:17])[CH:6]=[CH:5]2. Reported procedure: A solution of 6-bromo-2 methoxy-1-nitronaphthalene (5.64 g, 20 mmol) in 100 ml of dry N,N-dimethylformamide saturated with methylamine was stirred in a stoppered flask at 80° C. for 4 h. During the reaction period the mixture was saturated twice with a further quantity of methylamine. The cooled mixture was poured into 1 l of ice/water. After stirring for 1 h, the orange solid was collected by filtration and washed with water, and dried in vacuo over phosphorus pentoxide affording 5.43 g (96%) o...